From a dataset of the Open Reaction Database (ORD), a public repository of structured organic reaction records. describe an organic reaction: reactants, conditions, products, and yield The reactants are Cn1ccc(=O)c(OCc2ccccc2)c1C(O)c1ccccc1, CO. The product is Cn1ccc(=O)c(O)c1C(O)c1ccccc1. As a reaction SMILES: [CH2:1]([c:2]1[cH:3][cH:4][cH:5][cH:6][cH:7]1)[O:8][c:9]1[c:10]([CH:17]([c:18]2[cH:19][cH:20][cH:21][cH:22][cH:23]2)[OH:24])[n:11]([CH3:16])[cH:12][cH:13][c:14]1=[O:15].[CH3:25][OH:26]>>[OH:8][c:9]1[c:10]([CH:17]([c:18]2[cH:19][cH:20][cH:21][cH:22][cH:23]2)[OH:24])[n:11]([CH3:16])[cH:12][cH:13][c:14]1=[O:15]. Reactants: O=C1CCC(=O)N1Br, ClC(Cl)(Cl)Cl, Cc1ccc(C(=O)c2ccc(F)cc2)cc1, CC(C)(C#N)N=NC(C)(C)C#N. The product is O=C(c1ccc(F)cc1)c1ccc(CBr)cc1. As a reaction SMILES: [Br:17][N:18]1[C:19](=[O:20])[CH2:21][CH2:22][C:23]1=[O:24].[C:37]([Cl:38])([Cl:39])([Cl:40])[Cl:41].[F:1][c:2]1[cH:3][cH:4][c:5]([C:6](=[O:7])[c:8]2[cH:9][cH:10][c:11]([CH3:14])[cH:12][cH:13]2)[cH:15][cH:16]1.[N:25]([C:26]([CH3:27])([CH3:28])[C:29]#[N:30])=[N:31][C:32]([CH3:33])([CH3:34])[C:35]#[N:36]>>[F:1][c:2]1[cH:3][cH:4][c:5]([C:6](=[O:7])[c:8]2[cH:9][cH:10][c:11]([CH2:14][Br:17])[cH:12][cH:13]2)[cH:15][cH:16]1. Reactants: COc1cc2c(cc1OC)CN(C(=O)OC(C)(C)C)C(C(=O)OCc1ccccc1)C2, CCOC(C)=O, Cc1ccccc1, CC(C)O, Cl. The product is COc1cc2c(cc1OC)CC(C(=O)OCc1ccccc1)NC2. As a reaction SMILES: [CH2:1]([c:2]1[cH:3][cH:4][cH:5][cH:6][cH:7]1)[O:8][C:9](=[O:10])[CH:11]1[N:12]([C:25]([O:26][C:27]([CH3:28])([CH3:29])[CH3:30])=[O:31])[CH2:13][c:14]2[cH:15][c:16]([O:23][CH3:24])[c:17]([O:21][CH3:22])[cH:18][c:19]2[CH2:20]1.[CH3:37][CH2:38][O:39][C:40](=[O:41])[CH3:42].[CH3:43][c:44]1[cH:45][cH:46][cH:47][cH:48][cH:49]1.[CH:33]([OH:34])([CH3:35])[CH3:36].[ClH:32]>>[CH2:1]([c:2]1[cH:3][cH:4][cH:5][cH:6][cH:7]1)[O:8][C:9](=[O:10])[CH:11]1[NH:12][CH2:13][c:14]2[cH:15][c:16]([O:23][CH3:24])[c:17]([O:21][CH3:22])[cH:18][c:19]2[CH2:20]1.